This data is from the Open Reaction Database (ORD), a public repository of structured organic reaction records. The task is: describe an organic reaction: reactants, conditions, products, and yield The reactants are ClC1=C(C=C2C(C(=C3N(C2=C1)CCS3)C(=O)O)=O)F (8-chloro-7-fluoro-5-oxo-1,2-dihydro-5H-thiazolo(3,2-a)-quinoline-4-carboxylic acid), OC(CN1CCNCC1)COC (N-(2-hydroxy-3-methoxy-1-propyl)-piperazine). The solvent is N1=CC=CC=C1 (pyridine). The product is FC=1C=C2C(C(=C3N(C2=CC1N1CCN(CC1)CC(COC)O)CCS3)C(=O)O)=O (7-Fluoro-8-(4-(2-hydroxy-3-methoxy-1-propyl)-1-piperazinyl)-5-oxo-1,2-dihydro-5H-thiazolo(3,2-a)-quinoline-4-carboxylic acid). As a reaction SMILES: Cl[C:2]1[CH:11]=[C:10]2[C:5]([C:6](=[O:18])[C:7]([C:15]([OH:17])=[O:16])=[C:8]3[S:14][CH2:13][CH2:12][N:9]32)=[CH:4][C:3]=1[F:19].[OH:20][CH:21]([CH2:29][O:30][CH3:31])[CH2:22][N:23]1[CH2:28][CH2:27][NH:26][CH2:25][CH2:24]1>N1C=CC=CC=1>[F:19][C:3]1[CH:4]=[C:5]2[C:10](=[CH:11][C:2]=1[N:26]1[CH2:25][CH2:24][N:23]([CH2:22][CH:21]([OH:20])[CH2:29][O:30][CH3:31])[CH2:28][CH2:27]1)[N:9]1[CH2:12][CH2:13][S:14][C:8]1=[C:7]([C:15]([OH:17])=[O:16])[C:6]2=[O:18]. Procedure: A mixture of 500 mg (1.67 mmol) of 8-chloro-7-fluoro-5-oxo-1,2-dihydro-5H-thiazolo(3,2-a)-quinoline-4-carboxylic acid and 1.45 grams (8.3 mmol) of N-(2-hydroxy-3-methoxy-1-propyl)-piperazine was suspended in 20 ml of pyridine and the mixture was heated to reflux for thirty six hours. When the reaction was completed, pyridine was evaporated therefrom under reduced pressure and ethanol was added to the residue. Insoluble matters were filtered, washed with ether, and recrystallized from acetonitril... Reactants: C(#N)NC(SC)=NCC1=CC=C(C=C1)CCO (N-cyano-N'-[4-(2-hydroxyethyl)benzyl]-S-methylisothiourea), CN (methylamine). The product is C(#N)NC(=NCC1=CC=C(C=C1)CCO)NC (N-cyano-N'-methyl-N"-[4-(2-hydroxyethyl)benzyl]guanidine). RXN SMILES: [C:1]([NH:3][C:4](=[N:7][CH2:8][C:9]1[CH:14]=[CH:13][C:12]([CH2:15][CH2:16][OH:17])=[CH:11][CH:10]=1)SC)#[N:2].[CH3:18][NH2:19]>CO>[C:1]([NH:3][C:4]([NH:19][CH3:18])=[N:7][CH2:8][C:9]1[CH:14]=[CH:13][C:12]([CH2:15][CH2:16][OH:17])=[CH:11][CH:10]=1)#[N:2]. Procedure details: A solution of 0.42 g (0.00168 mol) of N-cyano-N'-[4-(2-hydroxyethyl)benzyl]-S-methylisothiourea in 50 ml of methanol and 10 g of methylamine was stirred at room temperature overnight. Evaporation of the solvent gave the title compound. Run in CO (methanol). Starting materials: C(C1=CC=CC=C1)C=1OC2=C(C1C1=CC=C(C=C1)C1=CC(=C(C(=C1)C)O)C)C=CC=C2 (4′-(2-benzyl-benzofuran-3-yl)-3,5-dimethyl-biphenyl-4-ol), ClS(=O)(=O)C1=CC(=C(C(=O)O)C=C1)O (4-chlorosulfonyl-2-hydroxy-benzoic acid). The product is C(C1=CC=CC=C1)C=1OC2=C(C1C1=CC=C(C=C1)C1=CC(=C(C(=C1)C)OS(=O)(=O)C1=CC(=C(C(=O)O)C=C1)O)C)C=CC=C2 (4-[4′-(2-Benzyl-benzofuran-3-yl)-3,5-dimethyl-biphenyl-4-yloxysulfonyl]-2-hydroxy-benzoic acid). RXN SMILES: [CH2:1]([C:8]1[O:9][C:10]2[CH:31]=[CH:30][CH:29]=[CH:28][C:11]=2[C:12]=1[C:13]1[CH:18]=[CH:17][C:16]([C:19]2[CH:24]=[C:23]([CH3:25])[C:22]([OH:26])=[C:21]([CH3:27])[CH:20]=2)=[CH:15][CH:14]=1)[C:2]1[CH:7]=[CH:6][CH:5]=[CH:4][CH:3]=1.Cl[S:33]([C:36]1[CH:44]=[CH:43][C:39]([C:40]([OH:42])=[O:41])=[C:38]([OH:45])[CH:37]=1)(=[O:35])=[O:34]>>[CH2:1]([C:8]1[O:9][C:10]2[CH:31]=[CH:30][CH:29]=[CH:28][C:11]=2[C:12]=1[C:13]1[CH:14]=[CH:15][C:16]([C:19]2[CH:20]=[C:21]([CH3:27])[C:22]([O:26][S:33]([C:36]3[CH:44]=[CH:43][C:39]([C:40]([OH:42])=[O:41])=[C:38]([OH:45])[CH:37]=3)(=[O:35])=[O:34])=[C:23]([CH3:25])[CH:24]=2)=[CH:17][CH:18]=1)[C:2]1[CH:7]=[CH:6][CH:5]=[CH:4][CH:3]=1. Reported procedure: The title compound was prepared from 4′-(2-benzyl-benzofuran-3-yl)-3,5-dimethyl-biphenyl-4-ol and 4-chlorosulfonyl-2-hydroxy-benzoic acid, in substantially the same manner, as described in Example 1 step g, and was obtained as a white solid, mp 165-167° C.; MS m/e 603 (M-H)+; The reactants are [N+](=O)([O-])C1=CC=C(C=C1)C(CS(=O)(=O)O)CS(=O)(=O)O (2-(4-Nitro-phenyl)-propane-1,3-disulfonic acid), O=P(Cl)(Cl)Cl (POCl3). Yields the product [N+](=O)([O-])C1=CC=C(C=C1)C1CS(OS(C1)(=O)=O)(=O)=O (4-(4-Nitro-phenyl)-[1,2,6]oxadithiane 2,2,6,6-tetraoxide). As a reaction SMILES: [N+:1]([C:4]1[CH:9]=[CH:8][C:7]([CH:10]([CH2:16][S:17]([OH:20])(=O)=[O:18])[CH2:11][S:12]([OH:15])(=[O:14])=[O:13])=[CH:6][CH:5]=1)([O-:3])=[O:2].O=P(Cl)(Cl)Cl>>[N+:1]([C:4]1[CH:5]=[CH:6][C:7]([CH:10]2[CH2:11][S:12](=[O:15])(=[O:13])[O:14][S:17](=[O:20])(=[O:18])[CH2:16]2)=[CH:8][CH:9]=1)([O-:3])=[O:2]. Procedure details: 2-(4-Nitro-phenyl)-propane-1,3-disulfonic acid (as prepared in the previous step) is treated with POCl3 as described in Chem. Berichte., 91, 1512-15 (1958) and the title compound is isolated and used in the following step without further purification. Starting materials: COc1cccc(Nc2cc(N(C)C)nc(N3CCNCC3)n2)c1, CCN(C(C)C)C(C)C, COc1cccc(CCl)c1, C1COCCO1. The product is COc1cccc(CN2CCN(c3nc(Nc4cccc(OC)c4)cc(N(C)C)n3)CC2)c1. As a reaction SMILES: [CH3:1][O:2][c:3]1[cH:4][c:5]([NH:9][c:10]2[n:11][c:12]([N:19]3[CH2:20][CH2:21][NH:22][CH2:23][CH2:24]3)[n:13][c:14]([N:16]([CH3:17])[CH3:18])[cH:15]2)[cH:6][cH:7][cH:8]1.[CH:25]([N:26]([CH2:27][CH3:28])[CH:29]([CH3:30])[CH3:31])([CH3:32])[CH3:33].[Cl:34][CH2:35][c:36]1[cH:37][c:38]([O:42][CH3:43])[cH:39][cH:40][cH:41]1.[O:44]1[CH2:45][CH2:46][O:47][CH2:48][CH2:49]1>>[CH3:1][O:2][c:3]1[cH:4][c:5]([NH:9][c:10]2[n:11][c:12]([N:19]3[CH2:20][CH2:21][N:22]([CH2:35][c:36]4[cH:37][c:38]([O:42][CH3:43])[cH:39][cH:40][cH:41]4)[CH2:23][CH2:24]3)[n:13][c:14]([N:16]([CH3:17])[CH3:18])[cH:15]2)[cH:6][cH:7][cH:8]1.